This data is from the Open Reaction Database (ORD), a public repository of structured organic reaction records. The task is: describe an organic reaction: reactants, conditions, products, and yield Starting materials: C(C1=CC=CC=C1)C1=CN=C(O1)NC=1C=CC=C2CCC(CC12)=O (8-[(5-benzyl-1,3-oxazol-2-yl)amino]-3,4-dihydronaphthalen-2(1H)-one), FC(C1=CC=C(C=C1)C1=CN=C(O1)NC=1C=CC=C2CCC(CC12)=O)(F)F (8-({5-[4-(trifluoromethyl)phenyl]-1,3-oxazol-2-yl}amino)-3,4-dihydronaphthalen-2(1H)-one). The product is C(C1=CC=CC=C1)C1=CN=C(O1)NC=1C=CC=C2CCC(CC12)O (8-[(5-benzyl-1,3-oxazol-2-yl)amino]-1,2,3,4-tetrahydronaphthalen-2-ol). As a reaction SMILES: [CH2:1]([C:8]1[O:12][C:11]([NH:13][C:14]2[CH:15]=[CH:16][CH:17]=[C:18]3[C:23]=2[CH2:22][C:21](=[O:24])[CH2:20][CH2:19]3)=[N:10][CH:9]=1)[C:2]1[CH:7]=[CH:6][CH:5]=[CH:4][CH:3]=1.FC(F)(F)C1C=CC(C2OC(NC3C=CC=C4C=3CC(=O)CC4)=NC=2)=CC=1>>[CH2:1]([C:8]1[O:12][C:11]([NH:13][C:14]2[CH:15]=[CH:16][CH:17]=[C:18]3[C:23]=2[CH2:22][CH:21]([OH:24])[CH2:20][CH2:19]3)=[N:10][CH:9]=1)[C:2]1[CH:3]=[CH:4][CH:5]=[CH:6][CH:7]=1. Reported procedure: The title compound was prepared using the procedure as described in Example 2, substituting the product of Example 16D for the product of Example 1I. 1H NMR (DMSO-d6) δ 8.72 (s, 1H), 7.56-7.63 (m, 3H), 7.23-7.37 (m, 3H), 7.02 (t, 1H, J=7.5 Hz), 6.77 (d, 1H, J=7.3 Hz), 6.56 (s, 1H), 4.74 (d, 1H, J=3.7 Hz), 3.93 (s, 2H), 3.81 (m, 1H), 2.70-2.90 (m, 4H), 1.81 (m, 1H), 1.58 (m, 1H); MS (ESI+) m/z 321 (M+H)+. Reactants: BrCc1ccccc1, CCCCCCCCCCCCCCc1ccc(OCC(O)COC(c2ccccc2)(c2ccccc2)c2ccccc2)c(CC)c1, CN(C)C=O, [H-], [Na+]. The product is CCCCCCCCCCCCCCc1ccc(OCC(COC(c2ccccc2)(c2ccccc2)c2ccccc2)OCc2ccccc2)c(CC)c1. As a reaction SMILES: [Br:50][CH2:51][c:52]1[cH:53][cH:54][cH:55][cH:56][cH:57]1.[CH2:3]([CH3:4])[c:5]1[c:6]([O:7][CH2:8][CH:9]([CH2:10][O:11][C:12]([c:13]2[cH:14][cH:15][cH:16][cH:17][cH:18]2)([c:19]2[cH:20][cH:21][cH:22][cH:23][cH:24]2)[c:25]2[cH:26][cH:27][cH:28][cH:29][cH:30]2)[OH:31])[cH:32][cH:33][c:34]([CH2:36][CH2:37][CH2:38][CH2:39][CH2:40][CH2:41][CH2:42][CH2:43][CH2:44][CH2:45][CH2:46][CH2:47][CH2:48][CH3:49])[cH:35]1.[CH3:58][N:59]([CH3:60])[CH:61]=[O:62].[H-:1].[Na+:2]>>[CH2:3]([CH3:4])[c:5]1[c:6]([O:7][CH2:8][CH:9]([CH2:10][O:11][C:12]([c:13]2[cH:14][cH:15][cH:16][cH:17][cH:18]2)([c:19]2[cH:20][cH:21][cH:22][cH:23][cH:24]2)[c:25]2[cH:26][cH:27][cH:28][cH:29][cH:30]2)[O:31][CH2:51][c:52]2[cH:53][cH:54][cH:55][cH:56][cH:57]2)[cH:32][cH:33][c:34]([CH2:36][CH2:37][CH2:38][CH2:39][CH2:40][CH2:41][CH2:42][CH2:43][CH2:44][CH2:45][CH2:46][CH2:47][CH2:48][CH3:49])[cH:35]1. Reactants: N1CCNCC1 (piperazine), ClC1=C2C(=NC=N1)N(N=C2)C2=CC=CC=C2 (4-chloro-1-phenylpyrazolo[3,4-d]pyrimidine). Solvent: C(C)(C)O (isopropanol). The product is C1(=CC=CC=C1)N1N=CC=2C1=NC=NC2N2CCNCC2 (1-Phenyl-4-(1-piperazinyl)-1H-pyrazolo[3,4-d]pyrimidine). Isolated yield 88.0%. Reaction SMILES: [NH:1]1[CH2:6][CH2:5][NH:4][CH2:3][CH2:2]1.Cl[C:8]1[N:13]=[CH:12][N:11]=[C:10]2[N:14]([C:17]3[CH:22]=[CH:21][CH:20]=[CH:19][CH:18]=3)[N:15]=[CH:16][C:9]=12>C(O)(C)C>[C:17]1([N:14]2[C:10]3=[N:11][CH:12]=[N:13][C:8]([N:1]4[CH2:6][CH2:5][NH:4][CH2:3][CH2:2]4)=[C:9]3[CH:16]=[N:15]2)[CH:18]=[CH:19][CH:20]=[CH:21][CH:22]=1. Procedure: To an isopropanol solution (10 mL) of piperazine (3.74 g, 43.4 mmol), 4-chloro-1-phenylpyrazolo[3,4-d]pyrimidine (100 g, 4.34 mmol) described in J. Org. Chem., 21: 1240-1256 (1956) was added, followed by heating under reflux for 6 hours. The reaction solution was concentrated, saturated brine was added thereto, the mixture was extracted with chloroform, the extract was washed with saturated brine and dried over anhydrous sodium sulfate, and then the solvent was evaporated to give the target comp... The reactants are CCOC(=O)C1(Cc2ccc(Br)cc2)CCCN1C(=O)OC(C)(C)C, C1CCOC1, CO, O=C=Nc1cc(Cl)cc(Cl)c1, [Li+], [OH-], O. The product is CC(C)(C)OC(=O)N1CCCC1(Cc1ccc(Br)cc1)C(=O)O. RXN SMILES: [CH2:12]([CH3:13])[O:14][C:15]([C:16]1([CH2:28][c:29]2[cH:30][cH:31][c:32]([Br:35])[cH:33][cH:34]2)[N:17]([C:21](=[O:22])[O:23][C:24]([CH3:25])([CH3:26])[CH3:27])[CH2:18][CH2:19][CH2:20]1)=[O:36].[CH2:39]1[O:40][CH2:41][CH2:42][CH2:43]1.[CH3:45][OH:46].[Cl:1][c:2]1[cH:3][c:4]([N:5]=[C:6]=[O:7])[cH:8][c:9]([Cl:10])[cH:11]1.[Li+:38].[OH-:37].[OH2:44]>>[O:14]=[C:15]([C:16]1([CH2:28][c:29]2[cH:30][cH:31][c:32]([Br:35])[cH:33][cH:34]2)[N:17]([C:21](=[O:22])[O:23][C:24]([CH3:25])([CH3:26])[CH3:27])[CH2:18][CH2:19][CH2:20]1)[OH:36].